Dataset: the Open Reaction Database (ORD), a public repository of structured organic reaction records. Task: describe an organic reaction: reactants, conditions, products, and yield Reported procedure: 0.39 g of 5-bromo-2-(2-hydroxyethyl)-3,4-dihydroisoquinolin-1(2H)-one is dissolved under an inert atmosphere in 3 cm3 of dimethylsulfoxide at a temperature close to 20° C. 105 mg of finely ground potassium hydroxide are added. The reaction mixture is stirred for 30 min at a temperature close to 20° C., then 0.108 cm3 of iodomethane is introduced. The stirring is continued for 20 h at a temperature close to 20° C. 30 cm3 of water and 30 cm3 of ethyl ether are added. After decanting, the organic p... Product: BrC1=C2CCN(C(C2=CC=C1)=O)CCOC (5-bromo-2-(2-methoxyethyl)-3,4-dihydroisoquinolin-1(2H)-one). Reaction SMILES: [Br:1][C:2]1[CH:11]=[CH:10][CH:9]=[C:8]2[C:3]=1[CH2:4][CH2:5][N:6]([CH2:13][CH2:14][OH:15])[C:7]2=[O:12].[OH-].[K+].I[CH3:19].O>CS(C)=O.C(OCC)C>[Br:1][C:2]1[CH:11]=[CH:10][CH:9]=[C:8]2[C:3]=1[CH2:4][CH2:5][N:6]([CH2:13][CH2:14][O:15][CH3:19])[C:7]2=[O:12] |f:1.2|. Conditions: time 30 minute. The reactants are O (water), BrC1=C2CCN(C(C2=CC=C1)=O)CCO (5-bromo-2-(2-hydroxyethyl)-3,4-dihydroisoquinolin-1(2H)-one), IC (iodomethane), [OH-].[K+] (potassium hydroxide). The solvent is C(C)OCC (ethyl ether), CS(=O)C (dimethylsulfoxide). The reactants are ClCCl, O=C(OO)c1cccc(Cl)c1, COC(=O)C1CCc2cccnc21. Yields the product COC(=O)C1CCc2ccc[n+]([O-])c21. RXN SMILES: [Cl:25][CH2:26][Cl:27].[OH:14][O:15][C:16]([c:17]1[cH:18][c:19]([Cl:20])[cH:21][cH:22][cH:23]1)=[O:24].[n:1]1[c:2]2[c:3]([cH:4][cH:5][cH:6]1)[CH2:7][CH2:8][CH:9]2[C:10](=[O:11])[O:12][CH3:13]>>[n+:1]1([O-:14])[c:2]2[c:3]([cH:4][cH:5][cH:6]1)[CH2:7][CH2:8][CH:9]2[C:10](=[O:11])[O:12][CH3:13]. Starting materials: FC(C(=O)O)(F)F (Trifluoroacetic acid), C(C1=CC=CC=C1)OC=1C(C=CN2C1C(N(C=C2)CCCC2=C(C=CC=C2Cl)Cl)=O)=O (9-benzyloxy-2-[3-(2,6-dichlorophenyl)propyl]-2H-pyrido[1,2-a]pyrazine-1,8-dione). Reaction conditions: time 1 hour. Yields the product ClC1=C(C(=CC=C1)Cl)CCCN1C(C=2N(C=C1)C=CC(C2O)=O)=O (2-[3-(2,6-dichlorophenyl)propyl]-9-hydroxy-2H-pyrido[1,2-a]pyrazine-1,8-dione). Yield: 95.6%. Reaction SMILES: FC(F)(F)C(O)=O.C([O:15][C:16]1[C:17](=[O:38])[CH:18]=[CH:19][N:20]2[CH:25]=[CH:24][N:23]([CH2:26][CH2:27][CH2:28][C:29]3[C:34]([Cl:35])=[CH:33][CH:32]=[CH:31][C:30]=3[Cl:36])[C:22](=[O:37])[C:21]=12)C1C=CC=CC=1>>[Cl:35][C:34]1[CH:33]=[CH:32][CH:31]=[C:30]([Cl:36])[C:29]=1[CH2:28][CH2:27][CH2:26][N:23]1[CH:24]=[CH:25][N:20]2[CH:19]=[CH:18][C:17](=[O:38])[C:16]([OH:15])=[C:21]2[C:22]1=[O:37]. Procedure: Trifluoroacetic acid (1 ml) was added to 9-benzyloxy-2-[3-(2,6-dichlorophenyl)propyl]-2H-pyrido[1,2-a]pyrazine-1,8-dione (120 mg) obtained in the previous step and the mixture was left standing at room temperature for 1 hr. The solvent was evaporated, toluene was added, and the mixture was concentrated, which operations were performed twice. The obtained crystals were washed with diisopropyl ether to give 2-[3-(2,6-dichlorophenyl)propyl]-9-hydroxy-2H-pyrido[1,2-a]pyrazine-1,8-dione (92 mg). Reactants: BrC=1C=C(CN(C(=O)C2=C(C=C(C(=C2)C(=O)O)C(=O)O)C(=O)O)[C@H]2CCCC3=CC=CC=C23)C=CC1 (5-({(3-bromobenzyl)[(1S)-1,2,3,4-tetrahydro-1-naphthalenyl]amino}carbonyl)-1,2,4-benzenetricarboxylic acid), COC1=C(C=CC=C1)B(O)O (2-methoxyphenylboronic acid). Product: COC1=C(C=CC=C1)C1=CC(=CC=C1)CN(C(=O)C1=C(C=C(C(=C1)C(=O)O)C(=O)O)C(=O)O)[C@H]1CCCC2=CC=CC=C12 (5-({[(2′-methoxy[1,1′-biphenyl]-3-yl)methyl][(1S)-1,2,3,4-tetrahydro-1-naphthalenyl]amino}carbonyl)-1,2,4-benzenetricarboxylic acid). RXN SMILES: Br[C:2]1[CH:3]=[C:4]([CH:34]=[CH:35][CH:36]=1)[CH2:5][N:6]([C@@H:24]1[C:33]2[C:28](=[CH:29][CH:30]=[CH:31][CH:32]=2)[CH2:27][CH2:26][CH2:25]1)[C:7]([C:9]1[CH:14]=[C:13]([C:15]([OH:17])=[O:16])[C:12]([C:18]([OH:20])=[O:19])=[CH:11][C:10]=1[C:21]([OH:23])=[O:22])=[O:8].[CH3:37][O:38][C:39]1[CH:44]=[CH:43][CH:42]=[CH:41][C:40]=1B(O)O>>[CH3:37][O:38][C:39]1[CH:44]=[CH:43][CH:42]=[CH:41][C:40]=1[C:2]1[CH:36]=[CH:35][CH:34]=[C:4]([CH2:5][N:6]([C@@H:24]2[C:33]3[C:28](=[CH:29][CH:30]=[CH:31][CH:32]=3)[CH2:27][CH2:26][CH2:25]2)[C:7]([C:9]2[CH:14]=[C:13]([C:15]([OH:17])=[O:16])[C:12]([C:18]([OH:20])=[O:19])=[CH:11][C:10]=2[C:21]([OH:23])=[O:22])=[O:8])[CH:3]=1. Procedure: The product from Example 15B (165 mg, 0.3 mmol) and 2-methoxyphenylboronic acid were processed as described in Example 85 to provide the title compound. Starting materials: Cl (hydrochloric acid), C(C1=CC=CC=C1)(C1=CC=CC=C1)(C1=CC=CC=C1)C1=CC=C(C=C1)[O-].[Na+] (sodium 4-tritylphenolate), C(=O)=O (CO2), stainless steel, C(=O)=O (carbon dioxide), C(C1=CC=CC=C1)(C1=CC=CC=C1)(C1=CC=CC=C1)C1=CC=C(C(C(=O)[O-])=C1)O.[Na+] (sodium 5-tritylsalicylate). The solvent is O (water). Conditions: temperature 180 celsius. Yields the product C(C1=CC=CC=C1)(C1=CC=CC=C1)(C1=CC=CC=C1)C1=CC=C(C(C(=O)O)=C1)O (5-tritylsalicylic acid). The yield is 37.0%. As a reaction SMILES: C(C1C=CC([O-])=CC=1)(C1C=CC=CC=1)(C1C=CC=CC=1)C1C=CC=CC=1.[Na+].C(=O)=O.Cl.[C:32]([C:51]1[CH:59]=[C:55]([C:56]([O-:58])=[O:57])[C:54]([OH:60])=[CH:53][CH:52]=1)([C:45]1[CH:50]=[CH:49][CH:48]=[CH:47][CH:46]=1)([C:39]1[CH:44]=[CH:43][CH:42]=[CH:41][CH:40]=1)[C:33]1[CH:38]=[CH:37][CH:36]=[CH:35][CH:34]=1.[Na+]>O>[C:32]([C:51]1[CH:59]=[C:55]([C:56]([OH:58])=[O:57])[C:54]([OH:60])=[CH:53][CH:52]=1)([C:33]1[CH:38]=[CH:37][CH:36]=[CH:35][CH:34]=1)([C:39]1[CH:40]=[CH:41][CH:42]=[CH:43][CH:44]=1)[C:45]1[CH:50]=[CH:49][CH:48]=[CH:47][CH:46]=1 |f:0.1,4.5|. Procedure details: The beaker containing the dried phenolate salt and a magnetic stirrer was placed in a 473-mL stainless steel Parr reaction bomb model 452HC2. The bomb was charged with carbon dioxide to a pressure of 830 psi, sealed and then heated in a silicone oil bath over a stirrer-hot plate for 8 hr at 180° C. The pressure increased to 1400 psi during the reaction. After cooling to room temperature, excess CO2 was released, the solid was suspended in 100 mL water and then the mixture was acidified to pH 1 b...